Dataset: the Open Reaction Database (ORD), a public repository of structured organic reaction records. Task: describe an organic reaction: reactants, conditions, products, and yield The reactants are CCO, CCCCCC, NC1CC1, CCOC=C(C(=O)OCC)C(=O)c1c(F)cc(F)c(F)c1C. The product is CCOC(=O)C(=CNC1CC1)C(=O)c1c(F)cc(F)c(F)c1C. RXN SMILES: [CH3:27][CH2:28][OH:29].[CH3:30][CH2:31][CH2:32][CH2:33][CH2:34][CH3:35].[CH:23]1([NH2:26])[CH2:24][CH2:25]1.[F:1][c:2]1[c:3]([C:4](=[O:5])[C:6]([C:7](=[O:8])[O:9][CH2:10][CH3:11])=[CH:12][O:13][CH2:14][CH3:15])[c:16]([CH3:22])[c:17]([F:21])[c:18]([F:20])[cH:19]1>>[F:1][c:2]1[c:3]([C:4](=[O:5])[C:6]([C:7](=[O:8])[O:9][CH2:10][CH3:11])=[CH:12][NH:26][CH:23]2[CH2:24][CH2:25]2)[c:16]([CH3:22])[c:17]([F:21])[c:18]([F:20])[cH:19]1. Starting materials: C(C)(C)(C)C1=CC=CC2=C1OCC2(C)C (7-tert-butyl-3,3-dimethyl-2,3-dihydrobenzo[b]furan), [N+](=O)(O)[O-] (nitric acid), CCCCCC (hexane). Solvent: C(C)(=O)O (acetic acid). Reaction conditions: temperature 24 celsius, time 4 hour. Yields the product C(C)(C)(C)C1=CC(=CC2=C1OCC2(C)C)[N+](=O)[O-] (7-tert-butyl-3,3-dimethyl-5-nitro-2,3-dihydrobenzo[b]furan). RXN SMILES: [C:1]([C:5]1[C:10]2[O:11][CH2:12][C:13]([CH3:15])([CH3:14])[C:9]=2[CH:8]=[CH:7][CH:6]=1)([CH3:4])([CH3:3])[CH3:2].[N+:16]([O-])([OH:18])=[O:17].CCCCCC>C(O)(=O)C>[C:1]([C:5]1[C:10]2[O:11][CH2:12][C:13]([CH3:15])([CH3:14])[C:9]=2[CH:8]=[C:7]([N+:16]([O-:18])=[O:17])[CH:6]=1)([CH3:4])([CH3:2])[CH3:3]. Reported procedure: A solution of 7-tert-butyl-3,3-dimethyl-2,3-dihydrobenzo[b]furan (10.0 g, 49.0 mmol) in glacial acetic acid 80 mL) is treated with 70% nitric acid (4.0 mL, 63.7 mmol) dropwise, and allowed to stir at 24° C. for 4 h. TLC (hexane) is used to monitor reaction progress. The reaction mixture is partitioned between Et2O (100 mL) and H2O (100 mL). The Et2O layer is washed with H2O (50 mL) and saturated Na2 CO3 (50 mL), dried (MgSO4), filtered and evaporated to a red solid (9.12 g). Crystallization from...